Dataset: the Open Reaction Database (ORD), a public repository of structured organic reaction records. Task: describe an organic reaction: reactants, conditions, products, and yield The reactants are CCOC(=O)Nc1ccc(-c2nnc(CSCCOc3ccccc3)o2)cc1, C1CCNCC1. Yields the product O=C(Nc1ccc(-c2nnc(CSCCOc3ccccc3)o2)cc1)N1CCCCC1. Reaction SMILES: [CH2:1]([O:2][C:4]([NH:5][c:6]1[cH:7][cH:8][c:9](-[c:12]2[o:13][c:14]([CH2:17][S:18][CH2:19][CH2:20][O:21][c:22]3[cH:23][cH:24][cH:25][cH:26][cH:27]3)[n:15][n:16]2)[cH:10][cH:11]1)=[O:28])[CH3:3].[CH2:29]1[CH2:30][CH2:31][NH:32][CH2:33][CH2:34]1>>[C:4]([NH:5][c:6]1[cH:7][cH:8][c:9](-[c:12]2[o:13][c:14]([CH2:17][S:18][CH2:19][CH2:20][O:21][c:22]3[cH:23][cH:24][cH:25][cH:26][cH:27]3)[n:15][n:16]2)[cH:10][cH:11]1)(=[O:28])[N:32]1[CH2:31][CH2:30][CH2:29][CH2:34][CH2:33]1. Starting materials: CC(C)(C)c1ccc(B(O)O)cc1, C1CCOC1, CN1C(=O)CCC2(C)c3ccc(Br)cc3CCC12, ClC(Cl)Cl, [Na+], [Na+], O=C([O-])[O-], [Pd], c1ccc(P(c2ccccc2)c2ccccc2)cc1, c1ccc(P(c2ccccc2)c2ccccc2)cc1, c1ccc(P(c2ccccc2)c2ccccc2)cc1, c1ccc(P(c2ccccc2)c2ccccc2)cc1. Yields the product CN1C(=O)CCC2(C)c3ccc(-c4ccc(C(C)(C)C)cc4)cc3CCC12. RXN SMILES: [C:19]([CH3:20])([CH3:21])([CH3:22])[c:23]1[cH:24][cH:25][c:26]([B:29]([OH:30])[OH:31])[cH:27][cH:28]1.[CH2:38]1[O:39][CH2:40][CH2:41][CH2:42]1.[CH3:1][N:2]1[C:3](=[O:18])[CH2:4][CH2:5][C:6]2([CH3:17])[c:7]3[c:8]([cH:12][c:13]([Br:16])[cH:14][cH:15]3)[CH2:9][CH2:10][CH:11]12.[CH:43]([Cl:44])([Cl:45])[Cl:46].[Na+:32].[Na+:33].[O-:34][C:35](=[O:36])[O-:37].[Pd:47].[c:105]1([P:106]([c:107]2[cH:108][cH:109][cH:110][cH:111][cH:112]2)[c:113]2[cH:114][cH:115][cH:116][cH:117][cH:118]2)[cH:119][cH:120][cH:121][cH:122][cH:123]1.[c:48]1([P:49]([c:50]2[cH:51][cH:52][cH:53][cH:54][cH:55]2)[c:56]2[cH:57][cH:58][cH:59][cH:60][cH:61]2)[cH:62][cH:63][cH:64][cH:65][cH:66]1.[c:67]1([P:68]([c:69]2[cH:70][cH:71][cH:72][cH:73][cH:74]2)[c:75]2[cH:76][cH:77][cH:78][cH:79][cH:80]2)[cH:81][cH:82][cH:83][cH:84][cH:85]1.[c:86]1([P:87]([c:88]2[cH:89][cH:90][cH:91][cH:92][cH:93]2)[c:94]2[cH:95][cH:96][cH:97][cH:98][cH:99]2)[cH:100][cH:101][cH:102][cH:103][cH:104]1>>[CH3:1][N:2]1[C:3](=[O:18])[CH2:4][CH2:5][C:6]2([CH3:17])[c:7]3[c:8]([cH:12][c:13](-[c:26]4[cH:25][cH:24][c:23]([C:19]([CH3:20])([CH3:21])[CH3:22])[cH:28][cH:27]4)[cH:14][cH:15]3)[CH2:9][CH2:10][CH:11]12. The reactants are C(C)(=O)OC(C)=O (Acetic anhydride), [Cl-].FC1=C(C(=CC=C1N(C(=O)C1=C(C(=NN1C)C(C(F)(F)F)(F)F)C(F)(F)F)C)F)C[NH3+] ([2,6-difluoro-3-(methyl{[1-methyl-3-(pentafluoroethyl)-4-(trifluoromethyl)-1H-pyrazol-5-yl]carbonyl}amino)phenyl]methanaminium chloride), N1=CC=CC=C1 (pyridine). Solvent: C1CCOC1 (THF), C1CCOC1 (THF). Reaction conditions: time 20 hour. Product: C(C)(=O)NCC=1C(=C(C=CC1F)N(C(=O)C1=C(C(=NN1C)C(C(F)(F)F)(F)F)C(F)(F)F)C)F (N-[3-(acetamidomethyl)-2,4-difluorophenyl]-N,1-dimethyl-3-(pentafluoroethyl)-4-(trifluoromethyl)-1H-pyrazole-5-carboxamide). Yield: 99.1%. As a reaction SMILES: [C:1](OC(=O)C)(=[O:3])[CH3:2].[Cl-].[F:9][C:10]1[C:15]([N:16]([CH3:36])[C:17]([C:19]2[N:23]([CH3:24])[N:22]=[C:21]([C:25]([F:31])([F:30])[C:26]([F:29])([F:28])[F:27])[C:20]=2[C:32]([F:35])([F:34])[F:33])=[O:18])=[CH:14][CH:13]=[C:12]([F:37])[C:11]=1[CH2:38][NH3+:39].N1C=CC=CC=1>C1COCC1>[C:1]([NH:39][CH2:38][C:11]1[C:10]([F:9])=[C:15]([N:16]([CH3:36])[C:17]([C:19]2[N:23]([CH3:24])[N:22]=[C:21]([C:25]([F:31])([F:30])[C:26]([F:29])([F:27])[F:28])[C:20]=2[C:32]([F:33])([F:34])[F:35])=[O:18])[CH:14]=[CH:13][C:12]=1[F:37])(=[O:3])[CH3:2] |f:1.2|. Procedure: Acetic anhydride (34 mg, 0.34 mmol, 1.3 eq) in THF (1 ml) was added to a solution of [2,6-difluoro-3-(methyl{[1-methyl-3-(pentafluoroethyl)-4-(trifluoromethyl)-1H-pyrazol-5-yl]carbonyl}amino)phenyl]methanaminium chloride (130 mg, 0.26 mmol) and pyridine (43 mg, 0.54 mmol, 2.1 eq.) in THF (2.5 ml), and the mixture was left at room temperature for 20 h. After concentration under reduced pressure, the product was purified by column chromatography (hexane/ethyl acetate) to give N-[3-(acetamidomethyl... Starting materials: O=C([O-])[O-], COC(=O)c1ccc(O)cc1, CN1CCCC1=O, [Cs+], [Cs+], CS(=O)(=O)OCC1CCCO1, O. The product is COC(=O)c1ccc(OCC2CCCO2)cc1. As a reaction SMILES: [C:23](=[O:24])([O-:25])[O-:26].[CH3:12][O:13][C:14]([c:15]1[cH:16][cH:17][c:18]([OH:21])[cH:19][cH:20]1)=[O:22].[CH3:29][N:30]1[CH2:31][CH2:32][CH2:33][C:34]1=[O:35].[Cs+:27].[Cs+:28].[O:1]1[CH:2]([CH2:6][O:7][S:8]([CH3:9])(=[O:10])=[O:11])[CH2:3][CH2:4][CH2:5]1.[OH2:36]>>[O:1]1[CH:2]([CH2:6][O:7][c:18]2[cH:17][cH:16][c:15]([C:14]([O:13][CH3:12])=[O:22])[cH:20][cH:19]2)[CH2:3][CH2:4][CH2:5]1. The reactants are CC=1C=CC(=NC1)C=1C=C(C(=O)OC)C=C(C1)C(=O)N1CCCC1 (methyl 3-(5-methylpyridin-2-yl)-5-(pyrrolidine-1-carbonyl)benzoate), CO (methanol), [OH-].[Na+] (sodium hydroxide). The solvent is O (water). Run at time 1 hour. Yields the product CC=1C=CC(=NC1)C=1C=C(C(=O)O)C=C(C1)C(=O)N1CCCC1 (3-(5-Methylpyridin-2-yl)-5-(pyrrolidine-1-carbonyl)benzoic acid). Reaction SMILES: [CH3:1][C:2]1[CH:3]=[CH:4][C:5]([C:8]2[CH:9]=[C:10]([CH:15]=[C:16]([C:18]([N:20]3[CH2:24][CH2:23][CH2:22][CH2:21]3)=[O:19])[CH:17]=2)[C:11]([O:13]C)=[O:12])=[N:6][CH:7]=1.CO.[OH-].[Na+]>O>[CH3:1][C:2]1[CH:3]=[CH:4][C:5]([C:8]2[CH:9]=[C:10]([CH:15]=[C:16]([C:18]([N:20]3[CH2:24][CH2:23][CH2:22][CH2:21]3)=[O:19])[CH:17]=2)[C:11]([OH:13])=[O:12])=[N:6][CH:7]=1 |f:2.3|. Procedure details: Into a round-bottom flask were charged methyl 3-(5-methylpyridin-2-yl)-5-(pyrrolidine-1-carbonyl)benzoate (0.80 g, 2.47 mmol), methanol (40 mL), sodium hydroxide (0.20 g, 5.0 mmol) and water (10 mL). The mixture was stirred at room temperature for 1 h. The volatiles were removed under reduced pressure. The residue was treated with 1N HCl (10 mL), concentrated, and purified via preparative HPLC to afford the desired product. LC-MS: 311.5 [M+1]+; 1H NMR (400 MHz, DMSO-d6): 8.61 (t, J=1.7 Hz, 1H), ...